Dataset: the Open Reaction Database (ORD), a public repository of structured organic reaction records. Task: describe an organic reaction: reactants, conditions, products, and yield Procedure: A solution of 2.5M nBuLi in hexanes (5.8 mL, 14.5 mmol), diisopropylamine (2.0 mL, 14.5 mmol), lithium chloride (1.6 g, 39 mmol), iodobutane (130 μL, 6.4 mmol) and the product from Example 1315A (2.0 g, 6.4 mmol) were allowed to react in a manner similar to that described by A. G. Myers et al., Journal of the American Chemical Society 1994, 116: 9361-9362. The crude residue was chromatographed (silica gel; EtOAc/hexanes, 1:4) to afford the title compound as a yellow oil (1.2 g, 53%). MS (CI/NH3)... Yields the product OC(C(C)N(C(C(CC1CCCCC1)CCCC)=O)C)C1=CC=CC=C1 (N-(1-Hydroxy-1-phenylprop-2-yl)-N-methyl-2-butyl-3-cyclohexylpropionamide). Isolated yield 53.0%. Starting materials: [Li]CCCC (nBuLi), [Cl-].[Li+] (lithium chloride), ICCCC (iodobutane), hexanes, C(C)(C)NC(C)C (diisopropylamine), OC(C(C)N(C(CCC1CCCCC1)=O)C)C1=CC=CC=C1 (N-(1-Hydroxy-1-phenylprop-2-yl)-N-methyl-3-cyclohexylpropionamide). As a reaction SMILES: [Li][CH2:2][CH2:3][CH2:4][CH3:5].C(NC(C)C)(C)C.[Cl-].[Li+].ICCCC.[OH:20][CH:21]([C:36]1[CH:41]=[CH:40][CH:39]=[CH:38][CH:37]=1)[CH:22]([N:24]([CH3:35])[C:25](=[O:34])[CH2:26][CH2:27][CH:28]1[CH2:33][CH2:32][CH2:31][CH2:30][CH2:29]1)[CH3:23]>>[OH:20][CH:21]([C:36]1[CH:37]=[CH:38][CH:39]=[CH:40][CH:41]=1)[CH:22]([N:24]([CH3:35])[C:25](=[O:34])[CH:26]([CH2:2][CH2:3][CH2:4][CH3:5])[CH2:27][CH:28]1[CH2:33][CH2:32][CH2:31][CH2:30][CH2:29]1)[CH3:23] |f:2.3|. Starting materials: C1(=CC=CC=C1)N1N=C(N=N1)C(=O)OCC (ethyl 2-phenyl-2H-tetrazole-5-carboxylate), [OH-].[Na+] (NaOH). Run in CCO.O (EtOH H2O). Reaction conditions: temperature 60 celsius. Product: C1(=CC=CC=C1)N1N=C(N=N1)C(=O)O (2-phenyl-2H-tetrazole-5-carboxylic acid). Isolated yield 56.4%. Reaction SMILES: [C:1]1([N:7]2[N:11]=[N:10][C:9]([C:12]([O:14]CC)=[O:13])=[N:8]2)[CH:6]=[CH:5][CH:4]=[CH:3][CH:2]=1.[OH-].[Na+]>CCO.O>[C:1]1([N:7]2[N:11]=[N:10][C:9]([C:12]([OH:14])=[O:13])=[N:8]2)[CH:2]=[CH:3][CH:4]=[CH:5][CH:6]=1 |f:1.2,3.4|. Reported procedure: To a solution of ethyl 2-phenyl-2H-tetrazole-5-carboxylate (0.84 g, 3.9 mmol, 1 eq) in 7.6 mL of EtOH/H2O (1.5:1) was added NaOH (0.31 g, 7.8 mmol, 2 eq). The reaction mixture was heated at 60° C. for 30 min and was then quenched with 0.65 mL of conc. HCl. The contents were filtered and washed with MeOH and the filtrate was dried with Na2SO4 and concentrated in vacuo. Purification by silica gel flash chromatography (100% EtoAc) afforded 2-phenyl-2H-tetrazole-5-carboxylic acid (0.41 g, 2.2 mmol, ... Starting materials: C1CCOC1, CO, CCCCOC(=O)C(NC(=O)c1ccc(-c2ccc(Nc3nc4ccc(F)cc4s3)cc2)cc1OC)C(C)C, [Li+], [OH-], O. The product is COc1cc(-c2ccc(Nc3nc4ccc(F)cc4s3)cc2)ccc1C(=O)NC(C(=O)O)C(C)C. Reaction SMILES: [CH2:45]1[O:46][CH2:47][CH2:48][CH2:49]1.[CH3:40][OH:41].[F:1][c:2]1[cH:3][c:4]2[c:5]([n:6][c:7]([NH:9][c:10]3[cH:11][cH:12][c:13](-[c:16]4[cH:17][c:18]([O:36][CH3:37])[c:19]([C:22](=[O:23])[NH:24][CH:25]([CH:26]([CH3:27])[CH3:28])[C:29](=[O:30])[O:31][CH2:32][CH2:33][CH2:34][CH3:35])[cH:20][cH:21]4)[cH:14][cH:15]3)[s:8]2)[cH:38][cH:39]1.[Li+:44].[OH-:43].[OH2:42]>>[F:1][c:2]1[cH:3][c:4]2[c:5]([n:6][c:7]([NH:9][c:10]3[cH:11][cH:12][c:13](-[c:16]4[cH:17][c:18]([O:36][CH3:37])[c:19]([C:22](=[O:23])[NH:24][CH:25]([CH:26]([CH3:27])[CH3:28])[C:29](=[O:30])[OH:31])[cH:20][cH:21]4)[cH:14][cH:15]3)[s:8]2)[cH:38][cH:39]1.